Dataset: the Open Reaction Database (ORD), a public repository of structured organic reaction records. Task: describe an organic reaction: reactants, conditions, products, and yield Reactants: CC(C)(C)[Si](C)(C)OCCBr, CC(C)(C)OC(=O)CC(=O)CCc1ccc(I)cc1, CN(C)C=O, [H-], [Na+]. Product: CC(C)(C)OC(=O)C(CCO[Si](C)(C)C(C)(C)C)C(=O)CCc1ccc(I)cc1. RXN SMILES: [Br:22][CH2:23][CH2:24][O:25][Si:26]([CH3:27])([CH3:28])[C:29]([CH3:30])([CH3:31])[CH3:32].[C:1]([CH3:2])([CH3:3])([CH3:4])[O:5][C:6]([CH2:7][C:8]([CH2:9][CH2:10][c:11]1[cH:12][cH:13][c:14]([I:17])[cH:15][cH:16]1)=[O:18])=[O:19].[CH3:33][N:34]([CH3:35])[CH:36]=[O:37].[H-:20].[Na+:21]>>[C:1]([CH3:2])([CH3:3])([CH3:4])[O:5][C:6]([CH:7]([C:8]([CH2:9][CH2:10][c:11]1[cH:12][cH:13][c:14]([I:17])[cH:15][cH:16]1)=[O:18])[CH2:23][CH2:24][O:25][Si:26]([CH3:27])([CH3:28])[C:29]([CH3:30])([CH3:31])[CH3:32])=[O:19]. Reactants: N1=C(C=CC=C1)CCN1CCN(CC1)C1=CC=CC=2C=C(OC21)C(=O)[O-].[Li+] (lithium 7-(4-(2-(pyridin-2-yl)ethyl)piperazin-1-yl)benzofuran-2-carboxylate), N1=C(C=CC=C1)C(C)N (1-(pyridin-2-yl)ethanamine). Yields the product N1=C(C=CC=C1)C(C)NC(=O)C=1OC2=C(C1)C=CC=C2N2CCN(CC2)CCC2=NC=CC=C2 (N-(1-(Pyridin-2-yl)ethyl)-7-(4-(2-(pyridin-2-yl)ethyl)piperazin-1-yl)benzofuran-2-carboxamide). As a reaction SMILES: [N:1]1[CH:6]=[CH:5][CH:4]=[CH:3][C:2]=1[CH2:7][CH2:8][N:9]1[CH2:14][CH2:13][N:12]([C:15]2[C:23]3[O:22][C:21]([C:24]([O-:26])=O)=[CH:20][C:19]=3[CH:18]=[CH:17][CH:16]=2)[CH2:11][CH2:10]1.[Li+].[N:28]1[CH:33]=[CH:32][CH:31]=[CH:30][C:29]=1[CH:34]([NH2:36])[CH3:35]>>[N:28]1[CH:33]=[CH:32][CH:31]=[CH:30][C:29]=1[CH:34]([NH:36][C:24]([C:21]1[O:22][C:23]2[C:15]([N:12]3[CH2:13][CH2:14][N:9]([CH2:8][CH2:7][C:2]4[CH:3]=[CH:4][CH:5]=[CH:6][N:1]=4)[CH2:10][CH2:11]3)=[CH:16][CH:17]=[CH:18][C:19]=2[CH:20]=1)=[O:26])[CH3:35] |f:0.1|. Reported procedure: The compound was prepared according to the procedure disclosed in Example 1 starting from lithium 7-(4-(2-(pyridin-2-yl)ethyl)piperazin-1-yl)benzofuran-2-carboxylate (60 mg, 0.16 mmol) and 1-(pyridin-2-yl)ethanamine (23 mg, 0.19 mmol). Yield: 20 mg (25%).